Dataset: the Open Reaction Database (ORD), a public repository of structured organic reaction records. Task: describe an organic reaction: reactants, conditions, products, and yield Starting materials: [C-]#N, C1CCOC1, [Cu]I, CCOC(=O)C1=Cc2cc(OC(F)(F)F)cc(I)c2OC1C(F)(F)F, [K+], c1ccc(P(c2ccccc2)(c2ccccc2)[Pd](P(c2ccccc2)(c2ccccc2)c2ccccc2)(P(c2ccccc2)(c2ccccc2)c2ccccc2)P(c2ccccc2)(c2ccccc2)c2ccccc2)cc1. The product is CCOC(=O)C1=Cc2cc(OC(F)(F)F)cc(C#N)c2OC1C(F)(F)F. As a reaction SMILES: [C-:26]#[N:27].[CH2:29]1[O:30][CH2:31][CH2:32][CH2:33]1.[Cu:34][I:35].[I:1][c:2]1[cH:3][c:4]([O:21][C:22]([F:23])([F:24])[F:25])[cH:5][c:6]2[c:11]1[O:10][CH:9]([C:12]([F:13])([F:14])[F:15])[C:8]([C:16](=[O:17])[O:18][CH2:19][CH3:20])=[CH:7]2.[K+:28].[cH:36]1[cH:37][cH:38][c:39]([P:40]([Pd:41]([P:42]([c:43]2[cH:44][cH:45][cH:46][cH:47][cH:48]2)([c:49]2[cH:50][cH:51][cH:52][cH:53][cH:54]2)[c:55]2[cH:56][cH:57][cH:58][cH:59][cH:60]2)([P:61]([c:62]2[cH:63][cH:64][cH:65][cH:66][cH:67]2)([c:68]2[cH:69][cH:70][cH:71][cH:72][cH:73]2)[c:74]2[cH:75][cH:76][cH:77][cH:78][cH:79]2)[P:80]([c:81]2[cH:82][cH:83][cH:84][cH:85][cH:86]2)([c:87]2[cH:88][cH:89][cH:90][cH:91][cH:92]2)[c:93]2[cH:94][cH:95][cH:96][cH:97][cH:98]2)([c:99]2[cH:100][cH:101][cH:102][cH:103][cH:104]2)[c:105]2[cH:106][cH:107][cH:108][cH:109][cH:110]2)[cH:111][cH:112]1>>[c:2]1([C:26]#[N:27])[cH:3][c:4]([O:21][C:22]([F:23])([F:24])[F:25])[cH:5][c:6]2[c:11]1[O:10][CH:9]([C:12]([F:13])([F:14])[F:15])[C:8]([C:16](=[O:17])[O:18][CH2:19][CH3:20])=[CH:7]2. Starting materials: FC1=CC=C(C=C1)C1=NNC=C1C1=CC(=NC=C1)C(=O)OC (methyl 4-(3-(4-fluorophenyl)-1H-pyrazol-4-yl]-2-pyridinecarboxylate), CN (methylamine). Solvent: O (water). Run at temperature 120 celsius. Product: FC1=CC=C(C=C1)C1=NNC=C1C1=CC(=NC=C1)C(=O)NC (4-[3-(4-fluorophenyl)-1H-pyrazol-4-yl]-N-methyl-2-pyridinecarboxamide). RXN SMILES: [F:1][C:2]1[CH:7]=[CH:6][C:5]([C:8]2[C:12]([C:13]3[CH:18]=[CH:17][N:16]=[C:15]([C:19]([O:21]C)=O)[CH:14]=3)=[CH:11][NH:10][N:9]=2)=[CH:4][CH:3]=1.[CH3:23][NH2:24]>O>[F:1][C:2]1[CH:3]=[CH:4][C:5]([C:8]2[C:12]([C:13]3[CH:18]=[CH:17][N:16]=[C:15]([C:19]([NH:24][CH3:23])=[O:21])[CH:14]=3)=[CH:11][NH:10][N:9]=2)=[CH:6][CH:7]=1. Procedure: A mixture of methyl 4-(3-(4-fluorophenyl)-1H-pyrazol-4-yl]-2-pyridinecarboxylate prepared as set forth in Example A-224 (0.45 g; 1.5 mmol) and 20 mL of methylamine (40% aqueous solution) was heated at 120° C. in a sealed tube for 16 hours. After cooling, water was added and the aqueous phase was extracted with ethyl acetate. The organic layer was washed with brine, dried over magnesium sulfate and filtered. The filtrate was concentrated to afford 0.4 g of 4-[3-(4-fluorophenyl)-1H-pyrazol-4-yl]-N... Starting materials: ClC=1C=C(C=C(C1)Cl)C1=NC(=CC(=N1)O)C(C)C (2-(3,5-dichloro-phenyl)-6-isopropyl-pyrimidin-4-ol), ClC=1C=C(C=C(C1)Cl)C1=NC(=CC(=N1)O)C(C)C (2-(3,5-dichloro-phenyl)-6-isopropyl-pyrimidin-4-ol), [Br-].BrCC1=CC=C(C(=O)OC)C=C1 (methyl 4-(bromomethyl)benzoate bromide). Yields the product ClC=1C=C(C=C(C1)Cl)C1=NC(=CC(=N1)OCC1=CC=C(C(=O)O)C=C1)C(C)C (4-({[2-(3,5-Dichlorophenyl)-6-isopropylpyrimidin-4-yl]oxy}methyl)benzoic acid). RXN SMILES: [Cl:1][C:2]1[CH:3]=[C:4]([C:9]2[N:14]=[C:13]([OH:15])[CH:12]=[C:11]([CH:16]([CH3:18])[CH3:17])[N:10]=2)[CH:5]=[C:6]([Cl:8])[CH:7]=1.[Br-].Br[CH2:21][C:22]1[CH:31]=[CH:30][C:25]([C:26]([O:28]C)=[O:27])=[CH:24][CH:23]=1>>[Cl:8][C:6]1[CH:5]=[C:4]([C:9]2[N:14]=[C:13]([O:15][CH2:21][C:22]3[CH:31]=[CH:30][C:25]([C:26]([OH:28])=[O:27])=[CH:24][CH:23]=3)[CH:12]=[C:11]([CH:16]([CH3:18])[CH3:17])[N:10]=2)[CH:3]=[C:2]([Cl:1])[CH:7]=1 |f:1.2|. Procedure details: The title compound was prepared from 2-(3,5-dichloro-phenyl)-6-isopropyl-pyrimidin-4-ol (which was obtained in Intermediate 6) and methyl 4-(bromomethyl)benzoate bromide according to Method A and Method B; LC retention time 4.11 min; MS: m/z (ESI) 415 (M−H). Reactants: CC(C)(C)OC(=O)N1CCN(S(=O)(=O)c2ccc3cc(Cl)ccc3c2)CC1, Cl, C1COCCO1. Product: O=S(=O)(c1ccc2cc(Cl)ccc2c1)N1CCNCC1. Reaction SMILES: [C:1]([O:2][C:3]([CH3:4])([CH3:5])[CH3:6])(=[O:7])[N:8]1[CH2:9][CH2:10][N:11]([S:14](=[O:15])(=[O:16])[c:17]2[cH:18][c:19]3[cH:20][cH:21][c:22]([Cl:27])[cH:23][c:24]3[cH:25][cH:26]2)[CH2:12][CH2:13]1.[ClH:28].[O:29]1[CH2:30][CH2:31][O:32][CH2:33][CH2:34]1>>[NH:8]1[CH2:9][CH2:10][N:11]([S:14](=[O:15])(=[O:16])[c:17]2[cH:18][c:19]3[cH:20][cH:21][c:22]([Cl:27])[cH:23][c:24]3[cH:25][cH:26]2)[CH2:12][CH2:13]1. Procedure details: To a solution of (R)-quinuclidin-3-ol (194 mg, 1.52 mmol) in THF (5 mL) at room temperature was added NaH [60%, oil] (64 mg, 1.6 mmol). The reaction mixture was stirred for 15 min and 1-(2-isocyanatopropan-2-yl)-3-(prop-1-en-2-yl)benzene (302 uL, 1.53 mmol) was added dropwise. The reaction was stirred for a period of 30 min and quenched with brine. The solution was extracted with EtOAc and the organic layer was dried over Na2SO4 and concentrated. The crude material was purified on a combiflash (... The yield is 95.1%. The solvent is C1CCOC1 (THF). Conditions: time 15 minute. The reactants are N12C[C@@H](C(CC1)CC2)O ((R)-quinuclidin-3-ol), [H-].[Na+] (NaH), N(=C=O)C(C)(C)C1=CC(=CC=C1)C(=C)C (1-(2-isocyanatopropan-2-yl)-3-(prop-1-en-2-yl)benzene). Product: C=C(C)C=1C=C(C=CC1)C(C)(C)NC(O[C@H]1CN2CCC1CC2)=O ((R)-quinuclidin-3-yl 2-(3-(prop-1-en-2-yl)phenyl)propan-2-ylcarbamate). As a reaction SMILES: [N:1]12[CH2:8][CH2:7][CH:4]([CH2:5][CH2:6]1)[C@@H:3]([OH:9])[CH2:2]2.[H-].[Na+].[N:12]([C:15]([C:18]1[CH:23]=[CH:22][CH:21]=[C:20]([C:24]([CH3:26])=[CH2:25])[CH:19]=1)([CH3:17])[CH3:16])=[C:13]=[O:14]>C1COCC1>[CH2:25]=[C:24]([C:20]1[CH:19]=[C:18]([C:15]([NH:12][C:13](=[O:14])[O:9][C@@H:3]2[CH:4]3[CH2:7][CH2:8][N:1]([CH2:6][CH2:5]3)[CH2:2]2)([CH3:17])[CH3:16])[CH:23]=[CH:22][CH:21]=1)[CH3:26] |f:1.2|. Reactants: [Li]CCCC, O=C1CCN(CC23CC(c4ccccc42)c2ccccc23)CC1. Yields the product CCCCC1(O)CCN(CC23CC(c4ccccc42)c2ccccc23)CC1. As a reaction SMILES: [CH2:24]([CH2:25][CH2:26][CH3:27])[Li:28].[cH:1]1[cH:2][cH:3][cH:4][c:5]2[c:14]1[C:13]1([CH2:16][N:17]3[CH2:18][CH2:19][C:20](=[O:23])[CH2:21][CH2:22]3)[c:12]3[c:7]([cH:8][cH:9][cH:10][cH:11]3)[CH:6]2[CH2:15]1>>[cH:1]1[cH:2][cH:3][cH:4][c:5]2[c:14]1[C:13]1([CH2:16][N:17]3[CH2:18][CH2:19][C:20]([OH:23])([CH2:24][CH2:25][CH2:26][CH3:27])[CH2:21][CH2:22]3)[c:12]3[c:7]([cH:8][cH:9][cH:10][cH:11]3)[CH:6]2[CH2:15]1.